This data is from the Open Reaction Database (ORD), a public repository of structured organic reaction records. The task is: describe an organic reaction: reactants, conditions, products, and yield Starting materials: [Al+3], C1CCOC1, N#CCc1cccc(OCc2ccccc2)c1, [H-], [H-], [H-], [H-], [Li+], [Na+], [Na+], O=S(=O)([O-])[O-]. Product: NCCc1cccc(OCc2ccccc2)c1. RXN SMILES: [Al+3:2].[CH2:31]1[O:32][CH2:33][CH2:34][CH2:35]1.[CH2:7]([c:8]1[cH:9][cH:10][cH:11][cH:12][cH:13]1)[O:14][c:15]1[cH:16][c:17]([CH2:21][C:22]#[N:23])[cH:18][cH:19][cH:20]1.[H-:1].[H-:4].[H-:5].[H-:6].[Li+:3].[Na+:24].[Na+:25].[O-:26][S:27](=[O:28])(=[O:29])[O-:30]>>[CH2:7]([c:8]1[cH:9][cH:10][cH:11][cH:12][cH:13]1)[O:14][c:15]1[cH:16][c:17]([CH2:21][CH2:22][NH2:23])[cH:18][cH:19][cH:20]1. Reactants: ClC1=CC=C(C(C(=O)O)=C1)O (5-chlorosalicylic acid), NC=1C=C(C=CC1)C1=CC=CC=C1 (3-aminobiphenyl), raw materials. Product: C1(=CC(=CC=C1)NC(C1=C(C=CC(=C1)Cl)O)=O)C1=CC=CC=C1 (N-(Biphenyl-3-yl)-5-chloro-2-hydroxybenzamide). The yield is 75.6%. RXN SMILES: [Cl:1][C:2]1[CH:10]=[C:6]([C:7]([OH:9])=O)[C:5]([OH:11])=[CH:4][CH:3]=1.[NH2:12][C:13]1[CH:14]=[C:15]([C:19]2[CH:24]=[CH:23][CH:22]=[CH:21][CH:20]=2)[CH:16]=[CH:17][CH:18]=1>>[C:15]1([C:19]2[CH:20]=[CH:21][CH:22]=[CH:23][CH:24]=2)[CH:16]=[CH:17][CH:18]=[C:13]([NH:12][C:7](=[O:9])[C:6]2[CH:10]=[C:2]([Cl:1])[CH:3]=[CH:4][C:5]=2[OH:11])[CH:14]=1. Procedure: Using 5-chlorosalicylic acid and 3-aminobiphenyl as the raw materials, the same operation as the example 16 gave the title compound.